Dataset: the Open Reaction Database (ORD), a public repository of structured organic reaction records. Task: describe an organic reaction: reactants, conditions, products, and yield Reactants: C(C)(C)N(CC)C(C)C (diisopropylethyl amine), N1CCCC1 (pyrrolidine), [I-].[Na+] (sodium iodide), ClCCCC1CCC2=C(C(=NO2)C2=CC=CC=C2)C1=O (5-(3-chloropropyl)-6,7-dihydro-3-phenyl-1,2-benzisoxazol-4(5H)-one). Run in CN(C=O)C (dimethylformamide). The product is C1(=CC=CC=C1)C1=NOC2=C1C(C(CC2)CCCN2CCCC2)=O (6,7-dihydro-3-phenyl-5-[3-(1-pyrrolidinyl)-propyl]-1,2-benzisoxazol-4(5H)-one). RXN SMILES: Cl[CH2:2][CH2:3][CH2:4][CH:5]1[C:19](=[O:20])[C:9]2[C:10]([C:13]3[CH:18]=[CH:17][CH:16]=[CH:15][CH:14]=3)=[N:11][O:12][C:8]=2[CH2:7][CH2:6]1.[CH:21]([N:24]([CH:27]([CH3:29])C)CC)([CH3:23])C.N1CCCC1.[I-].[Na+]>CN(C)C=O>[C:13]1([C:10]2[C:9]3[C:19](=[O:20])[CH:5]([CH2:4][CH2:3][CH2:2][N:24]4[CH2:21][CH2:23][CH2:29][CH2:27]4)[CH2:6][CH2:7][C:8]=3[O:12][N:11]=2)[CH:18]=[CH:17][CH:16]=[CH:15][CH:14]=1 |f:3.4|. Procedure details: To a solution consisting of 5-(3-chloropropyl)-6,7-dihydro-3-phenyl-1,2-benzisoxazol-4(5H)-one (3.75 g) and dimethylformamide (37.0 ml) was added diisopropylethyl amine (6.81 ml), pyrrolidine (2.17 ml) and sodium iodide (5.85 g) at room temperature with stirring. The reaction was flushed with nitrogen and warmed at 73°-76° C. for 1.25-2 hours. Upon cooling to room temperature, dilute aqueous sodium bicarbonate and ethyl acetate were added to the reaction mixture. The layers were separated and th... The reactants are ClC1=NC(=C2NC=NC2=N1)Cl (2,6-dichloropurine), [F-].C(CCC)[N+](CCCC)(CCCC)CCCC (tetra-n-butylammonium fluoride), CI (Methyl iodide). The solvent is C(C)(=O)OCC (ethyl acetate), C1CCOC1 (THF). Run at time 30 minute. Product: ClC1=NC(=C2N=CN(C2=N1)C)Cl (2,6-dichloro-9-methyl-9H-purine). The yield is 66.0%. Reaction SMILES: [Cl:1][C:2]1[N:10]=[C:9]2[C:5]([NH:6][CH:7]=[N:8]2)=[C:4]([Cl:11])[N:3]=1.[F-].[CH2:13]([N+](CCCC)(CCCC)CCCC)CCC.CI>C1COCC1.C(OCC)(=O)C>[Cl:1][C:2]1[N:10]=[C:9]2[C:5]([N:6]=[CH:7][N:8]2[CH3:13])=[C:4]([Cl:11])[N:3]=1 |f:1.2|. Procedure details: To a solution of 2,6-dichloropurine (1.10 g, 5.82 mmol) in anhydrous THF (5.0 mL) was added tetra-n-butylammonium fluoride (0.58 mL, 10.58 mmol, 1.8 eq; 1M in THF). Methyl iodide (0.40 mL, 6.42 mmol, 1.1 eq) was added, and the reaction mixture was stirred at RT under N2 for 30 minutes. The reaction mixture was then diluted with ethyl acetate (250 mL). The organic layer was washed with aqueous saturated sodium thiosulfate solution, water and brine, then dried (Na2SO4), filtered and evaporated in ... The reactants are [H-].[Al+3].[Li+].[H-].[H-].[H-] (lithium aluminum hydride), NC1=CC(=NC=C1C(=O)OCC)Cl (ethyl 4-amino-6-chloronicotinate). Run in C1CCOC1 (THF), C1CCOC1 (THF). Reaction conditions: time 3 hour. Yields the product NC1=C(C=NC(=C1)Cl)CO ((4-amino-6-chloropyridin-3-yl)methanol). Isolated yield 84.1%. RXN SMILES: [H-].[Al+3].[Li+].[H-].[H-].[H-].[NH2:7][C:8]1[C:13]([C:14](OCC)=[O:15])=[CH:12][N:11]=[C:10]([Cl:19])[CH:9]=1>C1COCC1>[NH2:7][C:8]1[CH:9]=[C:10]([Cl:19])[N:11]=[CH:12][C:13]=1[CH2:14][OH:15] |f:0.1.2.3.4.5|. Procedure: Treat a 0° C. suspension of lithium aluminum hydride (5.7 g, 150 mmol) in THF (150 mL), under N2, drop-wise with a solution of ethyl 4-amino-6-chloronicotinate (15 g, 75 mmol) in THF (50 mL), allow to warm to RT and stir for 3 h. Quench the mixture with 10% NaOH (5.7 mL), then water (5.7 mL), filter to remove solids, add water to the filtrate and extract with EtOAc (3×). Wash the combined organics with brine, dry and concentrate to give the title compound (10 g, 84%). 1H NMR (300 MHz, DMSO-d6): ... Reactants: C1CCOC1, CN1CCN(CC(O)c2ccccc2)CC1, Oc1ccc(C(F)(F)F)cc1, CC(C)OC(=O)N=NC(=O)OC(C)C, c1ccc(P(c2ccccc2)c2ccccc2)cc1. Product: CN1CCN(CC(Oc2ccc(C(F)(F)F)cc2)c2ccccc2)CC1. RXN SMILES: [CH2:61]1[O:62][CH2:63][CH2:64][CH2:65]1.[CH3:1][N:2]1[CH2:3][CH2:4][N:5]([CH2:8][CH:9]([OH:10])[c:11]2[cH:12][cH:13][cH:14][cH:15][cH:16]2)[CH2:6][CH2:7]1.[F:17][C:18]([c:19]1[cH:20][cH:21][c:22]([OH:25])[cH:23][cH:24]1)([F:26])[F:27].[O:47]=[C:48]([O:49][CH:50]([CH3:51])[CH3:52])[N:53]=[N:54][C:55]([O:56][CH:57]([CH3:58])[CH3:59])=[O:60].[c:28]1([P:29]([c:30]2[cH:31][cH:32][cH:33][cH:34][cH:35]2)[c:36]2[cH:37][cH:38][cH:39][cH:40][cH:41]2)[cH:42][cH:43][cH:44][cH:45][cH:46]1>>[CH3:1][N:2]1[CH2:3][CH2:4][N:5]([CH2:8][CH:9]([O:10][c:22]2[cH:21][cH:20][c:19]([C:18]([F:17])([F:26])[F:27])[cH:24][cH:23]2)[c:11]2[cH:12][cH:13][cH:14][cH:15][cH:16]2)[CH2:6][CH2:7]1.